This data is from the Open Reaction Database (ORD), a public repository of structured organic reaction records. The task is: describe an organic reaction: reactants, conditions, products, and yield The reactants are O=C([O-])O, CN(C)C=O, Fc1ccc2c(CCCCl)noc2c1, O=C(c1ccc(F)cc1)C1CCNCC1, [I-], [K+], [Na+]. Product: O=C(c1ccc(F)cc1)C1CCN(CCCc2noc3cc(F)ccc23)CC1, Cl. Reaction SMILES: [C:30](=[O:31])([OH:32])[O-:33].[CH3:37][N:38]([CH3:39])[CH:40]=[O:41].[Cl:1][CH2:2][CH2:3][CH2:4][c:5]1[n:6][o:7][c:8]2[c:9]1[cH:10][cH:11][c:12]([F:14])[cH:13]2.[F:15][c:16]1[cH:17][cH:18][c:19]([C:20](=[O:21])[CH:22]2[CH2:23][CH2:24][NH:25][CH2:26][CH2:27]2)[cH:28][cH:29]1.[I-:36].[K+:35].[Na+:34]>>[CH2:2]([CH2:3][CH2:4][c:5]1[n:6][o:7][c:8]2[c:9]1[cH:10][cH:11][c:12]([F:14])[cH:13]2)[N:25]1[CH2:24][CH2:23][CH:22]([C:20]([c:19]2[cH:18][cH:17][c:16]([F:15])[cH:29][cH:28]2)=[O:21])[CH2:27][CH2:26]1.[ClH:1]. Starting materials: [Na] (sodium), NC1=CC(=NN1C)C(=O)OCC (5-amino-3-ethoxycarbonyl-1-methylpyrazole). Solvent: CO (methanol). Yields the product NC1=CC(=NN1C)C(=O)OC (methyl 5-amino-1-methylpyrazole-3-carboxylate). The yield is 74.8%. RXN SMILES: [Na].[NH2:2][C:3]1[N:7]([CH3:8])[N:6]=[C:5]([C:9]([O:11][CH2:12]C)=[O:10])[CH:4]=1>CO>[NH2:2][C:3]1[N:7]([CH3:8])[N:6]=[C:5]([C:9]([O:11][CH3:12])=[O:10])[CH:4]=1 |^1:0|. Procedure: To a solution of 48 mg (2.1 mmol) of sodium in 40 ml of methanol is added 2.0 mg (11.8 mmol) of 5-amino-3-ethoxycarbonyl-1-methylpyrazole, and the mixture is refluxed over night, and distilled under reduced pressure. To the resulting residue are added a small amount of water and sodium chloride, and the mixture is extracted 6 times with chloroform. The extract is dried with magnesium sulfate, chromatographed on a column of silica gel and eluted with ethyl acetate to give 1.37 g (74.1% yield) of ... Starting materials: BrC1=C2C=C(N(C2=CC=C1)S(=O)(=O)C1=CC=C(C=C1)C)Cl (4-Bromo-2-chloro-1-[(4-methylphenyl)sulfonyl]-1H-indole), [OH-].[Na+] (NaOH), Cl (HCl). Solvent: CC(C)O (IPA). Reaction conditions: temperature 120 celsius. Yields the product BrC1=C2C=C(NC2=CC=C1)Cl (4-Bromo-2-chloro-1H-indole). As a reaction SMILES: [Br:1][C:2]1[CH:10]=[CH:9][CH:8]=[C:7]2[C:3]=1[CH:4]=[C:5]([Cl:21])[N:6]2S(C1C=CC(C)=CC=1)(=O)=O.[OH-].[Na+].Cl>CC(O)C>[Br:1][C:2]1[CH:10]=[CH:9][CH:8]=[C:7]2[C:3]=1[CH:4]=[C:5]([Cl:21])[NH:6]2 |f:1.2|. Procedure details: 4-Bromo-2-chloro-1-[(4-methylphenyl)sulfonyl]-1H-indole (215 mg), IPA (2.5 ml) and 2 M NaOH (aq) (2.5 ml) were mixed in a microwave vial and heated in the microwave for 30 min at 120° C. The reaction was acidified using 2M HCl (aq) and then extracted with DCM, which was passed through a hydrophobic frit, then evaporated to dryness. The residue was triturated with methanol which was then evaporated to afford the title compound, 112 mg. Starting materials: [H][H] (hydrogen), ClC1=C(C(=O)N(CC)CC)C=CC(=C1)\C=C\C ((E)-2-chloro-N,N-diethyl-4-(prop-1-enyl)benzamide), [H][H] (hydrogen). Reagents/catalysts: [Pd] (Pd/C), [Pd] (Pd/C). Solvent: C(C)O (ethanol). Run at time 24 hour. Product: ClC1=C(C(=O)N(CC)CC)C=CC(=C1)CCC (2-Chloro-N,N-diethyl-4-propylbenzamide). Isolated yield 67.0%. As a reaction SMILES: [Cl:1][C:2]1[CH:14]=[C:13](/[CH:15]=[CH:16]/[CH3:17])[CH:12]=[CH:11][C:3]=1[C:4]([N:6]([CH2:9][CH3:10])[CH2:7][CH3:8])=[O:5].[H][H]>C(O)C.[Pd]>[Cl:1][C:2]1[CH:14]=[C:13]([CH2:15][CH2:16][CH3:17])[CH:12]=[CH:11][C:3]=1[C:4]([N:6]([CH2:7][CH3:8])[CH2:9][CH3:10])=[O:5]. Procedure details: To the crude (E)-2-chloro-N,N-diethyl-4-(prop-1-enyl)benzamide in 100 mL of absolute ethanol was added 10% Pd/C catalyst (1 g). The mixture was stirred under 1 atm of hydrogen, maintained by a balloon, for 18 h. Starting material still remained and so additional 10% Pd/C (0.5 g) was added and the reaction was charged with a fresh hydrogen balloon and stirred and additional 24 h. The reaction mixture was filtered through a pad of Celite and concentrated. The residue was purified by flash chromato... The reactants are C[Si](C)(C)C=[N+]=[N-] (Trimethylsilyldiazomethane), BrC=1C(=C(C(=O)O)C=CC1)C (3-bromo-2-methylbenzoic acid), CO (methanol). The solvent is C1=CC=CC=C1 (benzene). Product: BrC=1C(=C(C(=O)OC)C=CC1)C (Methyl 3-bromo-2-methylbenzoate). Reaction SMILES: C[Si](C=[N+]=[N-])(C)C.[Br:8][C:9]1[C:10]([CH3:18])=[C:11]([CH:15]=[CH:16][CH:17]=1)[C:12]([OH:14])=[O:13].[CH3:19]O>C1C=CC=CC=1>[Br:8][C:9]1[C:10]([CH3:18])=[C:11]([CH:15]=[CH:16][CH:17]=1)[C:12]([O:14][CH3:19])=[O:13]. Procedure details: Trimethylsilyldiazomethane solution (2M in Hexane) (60.5 mL, 121 mmol) was added dropwise to a stirred solution of 3-bromo-2-methylbenzoic acid (26 g, 121 mmol) in benzene containing 20% of methanol (total: 300 mL) at rt until solution retained a yellow color. The mixture was concentrated to remove the organic solvent. The remaining oil was poured over a silica gel plug in a 60-mL filter frit funnel and eluting with 500 mL of hexane containing 10% ethyl acetate. The filtrate was then concentrate... The reactants are N#CCCCC=O, [BH3-]C#N, NOCc1ccccc1, CO, Cl, Cl, [K+], NO, [Na+], [OH-], O. Yields the product N#CCCCCNOCc1ccccc1. As a reaction SMILES: [C:13](#[N:14])[CH2:15][CH2:16][CH2:17][CH:18]=[O:19].[C:22]([BH3-:23])#[N:24].[CH2:2]([c:3]1[cH:4][cH:5][cH:6][cH:7][cH:8]1)[O:9][NH2:10].[CH3:27][OH:28].[ClH:1].[ClH:26].[K+:12].[NH2:20][OH:21].[Na+:25].[OH-:11].[OH2:29]>>[CH2:2]([c:3]1[cH:4][cH:5][cH:6][cH:7][cH:8]1)[O:9][NH:10][CH2:18][CH2:17][CH2:16][CH2:15][C:13]#[N:14]. Reactants: CC(C)(C)P(c1ccccc1-c1ccccc1)C(C)(C)C, C=C(C)c1cc(C(=O)N2Cc3ccc(Br)cc3C2)c(OCc2ccccc2)cc1OCc1ccccc1, Cc1ccccc1, CC(C)(C)[O-], CN1CCNCC1, [Na+], O=C(C=Cc1ccccc1)C=Cc1ccccc1, O=C(C=Cc1ccccc1)C=Cc1ccccc1, O=C(C=Cc1ccccc1)C=Cc1ccccc1, [Pd], [Pd]. Product: C=C(C)c1cc(C(=O)N2Cc3ccc(N4CCN(C)CC4)cc3C2)c(OCc2ccccc2)cc1OCc1ccccc1. Reaction SMILES: [C:38]([P:39]([C:40]([CH3:41])([CH3:42])[CH3:43])[c:44]1[cH:45][cH:46][cH:47][cH:48][c:49]1-[c:50]1[cH:51][cH:52][cH:53][cH:54][cH:55]1)([CH3:56])([CH3:57])[CH3:58].[CH2:1]([c:2]1[cH:3][cH:4][cH:5][cH:6][cH:7]1)[O:8][c:9]1[c:10]([C:26](=[O:27])[N:28]2[CH2:29][c:30]3[cH:31][cH:32][c:33]([Br:37])[cH:34][c:35]3[CH2:36]2)[cH:11][c:12]([C:23](=[CH2:24])[CH3:25])[c:13]([O:15][CH2:16][c:17]2[cH:18][cH:19][cH:20][cH:21][cH:22]2)[cH:14]1.[CH3:128][c:129]1[cH:130][cH:131][cH:132][cH:133][cH:134]1.[CH3:59][C:60]([CH3:61])([O-:62])[CH3:63].[CH3:65][N:66]1[CH2:67][CH2:68][NH:69][CH2:70][CH2:71]1.[Na+:64].[O:110]=[C:111]([CH:112]=[CH:113][c:114]1[cH:115][cH:116][cH:117][cH:118][cH:119]1)[CH:120]=[CH:121][c:122]1[cH:123][cH:124][cH:125][cH:126][cH:127]1.[O:74]=[C:75]([CH:76]=[CH:77][c:78]1[cH:79][cH:80][cH:81][cH:82][cH:83]1)[CH:84]=[CH:85][c:86]1[cH:87][cH:88][cH:89][cH:90][cH:91]1.[O:92]=[C:93]([CH:94]=[CH:95][c:96]1[cH:97][cH:98][cH:99][cH:100][cH:101]1)[CH:102]=[CH:103][c:104]1[cH:105][cH:106][cH:107][cH:108][cH:109]1.[Pd:72].[Pd:73]>>[CH2:1]([c:2]1[cH:3][cH:4][cH:5][cH:6][cH:7]1)[O:8][c:9]1[c:10]([C:26](=[O:27])[N:28]2[CH2:29][c:30]3[cH:31][cH:32][c:33]([N:69]4[CH2:68][CH2:67][N:66]([CH3:65])[CH2:71][CH2:70]4)[cH:34][c:35]3[CH2:36]2)[cH:11][c:12]([C:23](=[CH2:24])[CH3:25])[c:13]([O:15][CH2:16][c:17]2[cH:18][cH:19][cH:20][cH:21][cH:22]2)[cH:14]1. Reactants: CCOC(=O)C=C1CCc2ccccc21, CCOC(=O)CC1=CCc2ccccc21, [Li]C, CCOCC, C[Si](C)(C)Cl, ClCCl, I[Cu]I. Yields the product CCOC(=O)CC1(C)CCc2ccccc21. As a reaction SMILES: [C:8]1(=[CH:17][C:18](=[O:19])[O:20][CH2:21][CH3:22])[CH2:9][CH2:10][c:11]2[cH:12][cH:13][cH:14][cH:15][c:16]21.[CH2:23]1[c:24]2[c:25]([cH:26][cH:27][cH:28][cH:29]2)[C:30]([CH2:31][C:32]([O:33][CH2:34][CH3:35])=[O:36])=[CH:37]1.[CH3:1][Li:2].[CH3:38][CH2:39][O:40][CH2:41][CH3:42].[CH3:3][Si:4]([Cl:5])([CH3:6])[CH3:7].[Cl:43][CH2:44][Cl:45].[Cu:46]([I:47])[I:48]>>[C:8]1([CH2:17][C:18](=[O:19])[O:20][CH2:21][CH3:22])([CH3:23])[CH2:9][CH2:10][c:11]2[cH:12][cH:13][cH:14][cH:15][c:16]21. The reactants are [H-].[Al+3].[Li+].[H-].[H-].[H-] (lithium aluminium hydnde), C(=O)C=1C=C(OCC(=O)NC2=CC=NC=C2)C=C(C1)C (2-(3-formyl-5-methyl-phenoxy)-N-pyridin-4-yl-acetamide). Solvent: O1CCCC1 (tetrahydrofuran). Conditions: temperature 1 celsius, time 15 minute. Product: CC=1C=C(C=C(C1)OCCNC1=CC=NC=C1)CO ({3-Methyl-5-[2-(pyridin-4-ylamino)-ethoxy]-phenyl}-methanol). As a reaction SMILES: [CH:1]([C:3]1[CH:4]=[C:5]([CH:17]=[C:18]([CH3:20])[CH:19]=1)[O:6][CH2:7][C:8]([NH:10][C:11]1[CH:16]=[CH:15][N:14]=[CH:13][CH:12]=1)=O)=[O:2].[H-].[Al+3].[Li+].[H-].[H-].[H-]>O1CCCC1>[CH3:20][C:18]1[CH:19]=[C:3]([CH2:1][OH:2])[CH:4]=[C:5]([O:6][CH2:7][CH2:8][NH:10][C:11]2[CH:16]=[CH:15][N:14]=[CH:13][CH:12]=2)[CH:17]=1 |f:1.2.3.4.5.6|. Procedure: A suspension of 2-(3-formyl-5-methyl-phenoxy)-N-pyridin-4-yl-acetamide (0.30 g) in anhydrous tetahydrofuran (1 ml), stirring under a nitrogen atmosphere, was cooled to about 1° C. and treated with a 1M tetrahydrofuran solution of lithium aluminium hydnde (5.47 ml) over a period of 3 min. After 15 min the mixture was allowed to warm to room temperature. After stirring for a further 22 h the mixture was cooled to about 2° C. and the excess reagent was quenched with cautious dropwise addition of we...